From a dataset of the Open Reaction Database (ORD), a public repository of structured organic reaction records. describe an organic reaction: reactants, conditions, products, and yield The product is CCn1c2c(c(=O)n1-c1cccc3c1C(C)(C)CC=C3)C1CCC2(C)C1. Reaction SMILES: [CH3:1][C:2]12[CH2:3][CH2:4][CH:5]([c:6]3[c:7](=[O:23])[n:8](-[c:11]4[cH:12][cH:13][cH:14][c:15]5[c:20]4[C:19]([CH3:21])([CH3:22])[CH2:18][CH:17]=[CH:16]5)[nH:9][c:10]31)[CH2:24]2.[CH3:28][N:29]([CH3:30])[CH:31]=[O:32].[I:25][CH2:26][CH3:27]>>[CH3:1][C:2]12[CH2:3][CH2:4][CH:5]([c:6]3[c:7](=[O:23])[n:8](-[c:11]4[cH:12][cH:13][cH:14][c:15]5[c:20]4[C:19]([CH3:21])([CH3:22])[CH2:18][CH:17]=[CH:16]5)[n:9]([CH2:26][CH3:27])[c:10]31)[CH2:24]2. Reactants: CC1(C)CC=Cc2cccc(-n3[nH]c4c(c3=O)C3CCC4(C)C3)c21, CN(C)C=O, CCI.